Dataset: the Open Reaction Database (ORD), a public repository of structured organic reaction records. Task: describe an organic reaction: reactants, conditions, products, and yield Reactants: Cc1cc(Cl)c2nn(C)c(C)c2n1, NCCO. Product: Cc1cc(NCCO)c2nn(C)c(C)c2n1. Reaction SMILES: [Cl:5][c:6]1[c:7]2[c:8]([n:9][c:10]([CH3:12])[cH:11]1)[c:13]([CH3:17])[n:14]([CH3:16])[n:15]2.[NH2:1][CH2:2][CH2:3][OH:4]>>[NH:1]([CH2:2][CH2:3][OH:4])[c:6]1[c:7]2[c:8]([n:9][c:10]([CH3:12])[cH:11]1)[c:13]([CH3:17])[n:14]([CH3:16])[n:15]2. Reactants: O=N[O-], Cc1cc(C(F)(F)C(F)(F)F)nc2nc(N)ccc12, [Na+], O=C(O)C(F)(F)F. The product is Cc1cc(C(F)(F)C(F)(F)F)nc2[nH]c(=O)ccc12. As a reaction SMILES: [N:20](=[O:21])[O-:22].[NH2:1][c:2]1[n:3][c:4]2[n:5][c:6]([C:13]([C:14]([F:15])([F:16])[F:17])([F:18])[F:19])[cH:7][c:8]([CH3:12])[c:9]2[cH:10][cH:11]1.[Na+:23].[OH:24][C:25]([C:26]([F:27])([F:28])[F:29])=[O:30]>>[c:2]1(=[O:21])[nH:3][c:4]2[n:5][c:6]([C:13]([C:14]([F:15])([F:16])[F:17])([F:18])[F:19])[cH:7][c:8]([CH3:12])[c:9]2[cH:10][cH:11]1. Starting materials: C(C1=CC=CC=C1)(=O)O[C@@H]1CC2=CC=C3[C@@H]4CC[C@H](C(C(OC)OC)C)[C@]4(CC[C@@H]3[C@]2([C@H](C1)OC(NC)=O)C)C (3β-benzoyloxy-21,21-dimethoxy-20-methyl-1α-(N-methylcarbamoyl)oxypregna-5,7-diene), COC(=O)O[C@H]1C[C@@H](CC2=CC=C3[C@@H]4CC[C@H](C(C)C=O)[C@]4(CC[C@@H]3[C@@]12C)C)OC(=O)OC (1α,3β-bis(methoxycarbonyloxy)pregna-5,7-diene-20-carbaldehyde). Yields the product COC(C([C@H]1CC[C@H]2C3=CC=C4C[C@H](C[C@@H]([C@]4(C)[C@H]3CC[C@]12C)O)O)C)OC (21,21-dimethoxy-20-methylpregna-5,7-diene-1α,3βdiol). The yield is 91.8%. As a reaction SMILES: C([O:9][C@H:10]1[CH2:33][C@H:32]([O:34]C(=O)NC)[C@@:31]2([CH3:39])[C:12](=[CH:13][CH:14]=[C:15]3[C@@H:30]2[CH2:29][CH2:28][C@@:27]2([CH3:40])[C@H:16]3[CH2:17][CH2:18][C@@H:19]2[CH:20]([CH3:26])[CH:21]([O:24][CH3:25])[O:22][CH3:23])[CH2:11]1)(=O)C1C=CC=CC=1.COC(O[C@@H]1[C@@]2(C)C(=CC=C3[C@@H]2CC[C@@]2(C)[C@H]3CC[C@@H]2C(C=O)C)C[C@@H](OC(OC)=O)C1)=O>>[CH3:25][O:24][CH:21]([O:22][CH3:23])[CH:20]([CH3:26])[C@@H:19]1[C@:27]2([CH3:40])[C@H:16]([C:15]3[C@H:30]([CH2:29][CH2:28]2)[C@:31]2([CH3:39])[C:12]([CH2:11][C@@H:10]([OH:9])[CH2:33][C@@H:32]2[OH:34])=[CH:13][CH:14]=3)[CH2:17][CH2:18]1. Reported procedure: The reaction and workup procedures of Example 164 were repeated except that 100 mg of 3β-benzoyloxy-21,21-dimethoxy-20-methyl-1α-(N-methylcarbamoyl)oxypregna-5,7-diene was used in lieu of 100 mg of 1α,3β-bis(methoxycarbonyloxy)pregna-5,7-diene-20-carbaldehyde to give 65 mg of 21,21-dimethoxy-20-methylpregna-5,7-diene-1α,3βdiol showing the following physical properties. Starting materials: BrC=1C(=NC=C(C(=O)NN)C1)Cl (5-Bromo-6-chloronicotinohydrazide), ClC=1C=CC(=C(C1)C(C)=O)O (1-(5-chloro-2-hydroxyphenyl)ethanone). The solvent is CO (methanol), C(C)(=O)O (acetic acid). Reaction conditions: temperature 120 celsius. Product: BrC=1C(=NC=C(C(=O)N/N=C(\C)/C2=C(C=CC(=C2)Cl)O)C1)Cl ((E)-5-bromo-6-chloro-N′-(1-(5-chloro-2-hydroxyphenyl)ethylidene)nicotinohydrazide). The yield is 33.1%. RXN SMILES: [Br:1][C:2]1[C:3]([Cl:12])=[N:4][CH:5]=[C:6]([CH:11]=1)[C:7]([NH:9][NH2:10])=[O:8].[Cl:13][C:14]1[CH:15]=[CH:16][C:17]([OH:23])=[C:18]([C:20](=O)[CH3:21])[CH:19]=1>CO.C(O)(=O)C>[Br:1][C:2]1[C:3]([Cl:12])=[N:4][CH:5]=[C:6]([CH:11]=1)[C:7]([NH:9]/[N:10]=[C:20](/[C:18]1[CH:19]=[C:14]([Cl:13])[CH:15]=[CH:16][C:17]=1[OH:23])\[CH3:21])=[O:8]. Procedure details: 5-Bromo-6-chloronicotinohydrazide (15 mg, 0.060 mmol) and 1-(5-chloro-2-hydroxyphenyl)ethanone (10.22 mg, 0.060 mmol) were dissolved in methanol (4 mL) in the presence of acetic acid as a catalyst and the reaction mixture was heated via microwave irradiation to 120° C. for 30 min. The reaction was monitored by TLC. Upon completion of the reaction and following cooling, the solvent was removed by vacuum, and the resulting crude material was purified by flash column chromatography (2% CH3OH/CH2Cl2... Reactants: ClC=1C=CC(=C(C1)C1=CC(N(C=C1OC)CC(=O)OC(C)(C)C)=O)C#N (tert-butyl [4-(5-chloro-2-cyanophenyl)-5-methoxy-2-oxopyridin-1(2H)-yl]acetate), bis(trimethylsilyl)lithium amide, FC(S(=O)(=O)OCC(CC)OC)(F)F (2-methoxybutyl trifluoromethanesulphonate). Product: ClC=1C=CC(=C(C1)C1=CC(N(C=C1OC)C(C(=O)OC(C)(C)C)CC(CC)OC)=O)C#N (tert-Butyl 2-[4-(5-chloro-2-cyanophenyl)-5-methoxy-2-oxopyridin-1(2H)-yl]-4-methoxyhexanoate). RXN SMILES: [Cl:1][C:2]1[CH:3]=[CH:4][C:5]([C:25]#[N:26])=[C:6]([C:8]2[C:13]([O:14][CH3:15])=[CH:12][N:11]([CH2:16][C:17]([O:19][C:20]([CH3:23])([CH3:22])[CH3:21])=[O:18])[C:10](=[O:24])[CH:9]=2)[CH:7]=1.FC(F)(F)S(O[CH2:33][CH:34]([O:37][CH3:38])[CH2:35][CH3:36])(=O)=O>>[Cl:1][C:2]1[CH:3]=[CH:4][C:5]([C:25]#[N:26])=[C:6]([C:8]2[C:13]([O:14][CH3:15])=[CH:12][N:11]([CH:16]([CH2:33][CH:34]([O:37][CH3:38])[CH2:35][CH3:36])[C:17]([O:19][C:20]([CH3:21])([CH3:22])[CH3:23])=[O:18])[C:10](=[O:24])[CH:9]=2)[CH:7]=1. Reported procedure: 1.00 g (2.67 mmol) of tert-butyl [4-(5-chloro-2-cyanophenyl)-5-methoxy-2-oxopyridin-1(2H)-yl]acetate in the presence of 2.94 ml (2.94 mmol, 1.1 eq.) of bis(trimethylsilyl)lithium amide (1M in tetrahydrofuran) and 945 mg (4.00 mmol, 1.5 eq.) of 2-methoxybutyl trifluoromethanesulphonate (racemate) were reacted according to General Method 7B. Yield: 669 mg (54% of theory)